Dataset: the Open Reaction Database (ORD), a public repository of structured organic reaction records. Task: describe an organic reaction: reactants, conditions, products, and yield Reactants: FC1=C(C=CC=C1)C1=CC=C(C=N1)CCC(=O)O (3-[6-(2-fluoro-phenyl)-pyridin-3-yl]-propionic acid), S(=O)(Cl)Cl (thionyl chloride). Yields the product Cl.FC1=C(C=CC=C1)C1=CC=C(C=N1)CCC(=O)Cl (3-[6-(2-Fluoro-phenyl)-pyridin-3-yl]-propionyl chloride hydrochloride). As a reaction SMILES: [F:1][C:2]1[CH:7]=[CH:6][CH:5]=[CH:4][C:3]=1[C:8]1[N:13]=[CH:12][C:11]([CH2:14][CH2:15][C:16]([OH:18])=O)=[CH:10][CH:9]=1.S(Cl)([Cl:21])=O>>[ClH:21].[F:1][C:2]1[CH:7]=[CH:6][CH:5]=[CH:4][C:3]=1[C:8]1[N:13]=[CH:12][C:11]([CH2:14][CH2:15][C:16]([Cl:21])=[O:18])=[CH:10][CH:9]=1 |f:2.3|. Procedure details: The title compound was prepared in quantitative yield by boiling 3-[6-(2-fluoro-phenyl)-pyridin-3-yl]-propionic acid in thionyl chloride, followed by removal of the volatiles by coevaporating three times with toluene. Procedure details: N-Methoxy-N-methylamine hydrochloride (4.3 g, 44.1 mmol) was dissolved in methylene chloride (25 mL). The solution was cooled to −78° C., and a solution of trimethylaluminum (44.1 mL, 44.1 mmol, 1 M in heptane) was slowly added. The mixture was stirred at 0° C. for 30 min and was allowed to warm to room temperature and stirred for 30 min. The mixture was then cooled to 0° C., and a solution of ethyl 4-Boc-piperazin-1-ylacetate (10 g, 36.8 mmol) was added dropwise. After 15 min, the cold bath was... Run in C(Cl)Cl (methylene chloride). RXN SMILES: Cl.[CH3:2][O:3][NH:4][CH3:5].C[Al](C)C.[C:10]([N:17]1[CH2:22][CH2:21][N:20]([CH2:23][C:24]([O:26]CC)=O)[CH2:19][CH2:18]1)([O:12][C:13]([CH3:16])([CH3:15])[CH3:14])=[O:11]>C(Cl)Cl>[CH3:2][O:3][N:4]([CH3:5])[C:24](=[O:26])[CH2:23][N:20]1[CH2:19][CH2:18][N:17]([C:10]([O:12][C:13]([CH3:14])([CH3:15])[CH3:16])=[O:11])[CH2:22][CH2:21]1 |f:0.1|. Product: CON(C(CN1CCN(CC1)C(=O)OC(C)(C)C)=O)C (N-methoxy-N-methyl-4-Boc-piperazin-1-ylacetamide). Reaction conditions: temperature -78 celsius, time 30 minute. Starting materials: C[Al](C)C (trimethylaluminum), Cl.CONC (N-Methoxy-N-methylamine hydrochloride), C(=O)(OC(C)(C)C)N1CCN(CC1)CC(=O)OCC (ethyl 4-Boc-piperazin-1-ylacetate). Isolated yield 56.9%.